Dataset: the Open Reaction Database (ORD), a public repository of structured organic reaction records. Task: describe an organic reaction: reactants, conditions, products, and yield The reactants are C(=O)(N1C=NC=C1)N1C=NC=C1 (1,1'-carbonyldiimidazole), ClCC1=C(C=NC2=C(C=CC=C12)NC(C1=C(C=CC=C1Cl)Cl)=O)CC (4-chloromethyl-8-(2,6-dichlorobenzoylamino)-3-ethylquinoline), CNCCN (N-methylethylenediamine), ClC1=C(C(=O)NC=2C=CC=C3C(=C(C=NC23)CC)CNCCNC)C(=CC=C1)Cl (8-(2,6-dichlorobenzoylamino)-3-ethyl-4-[(2-methylaminoethyl-amino)methyl]quinoline). Solvent: CN1C(N(CC1)C)=O (1,3-dimethyl-2-imidazolidinone), O (Water), COCCOC (1,2-dimethoxyethane). Conditions: temperature 70 celsius, time 2 hour. Yields the product ClC1=C(C(=O)NC=2C=CC=C3C(=C(C=NC23)CC)CN2C(N(CC2)C)=O)C(=CC=C1)Cl (8-(2,6-dichlorobenzoylamino)-3-ethyl-4-(3-methyl-2-oxoimidazolidin-1-ylmethyl)quinoline). As a reaction SMILES: Cl[CH2:2][C:3]1[C:12]2[C:7](=[C:8]([NH:13][C:14](=[O:23])[C:15]3[C:20]([Cl:21])=[CH:19][CH:18]=[CH:17][C:16]=3[Cl:22])[CH:9]=[CH:10][CH:11]=2)[N:6]=[CH:5][C:4]=1[CH2:24][CH3:25].CNCCN.ClC1C=CC=C(Cl)C=1[C:34]([NH:36][C:37]1C=CC=C2[C:46]=1[N:45]=[CH:44]C(CC)=C2CNCCNC)=[O:35].C(N1C=CN=C1)(N1C=CN=C1)=O>COCCOC.CN1CCN(C)C1=O.O>[Cl:21][C:20]1[CH:19]=[CH:18][CH:17]=[C:16]([Cl:22])[C:15]=1[C:14]([NH:13][C:8]1[CH:9]=[CH:10][CH:11]=[C:12]2[C:7]=1[N:6]=[CH:5][C:4]([CH2:24][CH3:25])=[C:3]2[CH2:2][N:36]1[CH2:37][CH2:46][N:45]([CH3:44])[C:34]1=[O:35])=[O:23]. Procedure: A mixture of 4-chloromethyl-8-(2,6-dichlorobenzoylamino)-3-ethylquinoline (150 mg) and N-methylethylenediamine (141 mg) in 1,2-dimethoxyethane was stirred for 2 hours at 70° C. The mixture was partitioned between dichloroethane and water, and the organic layer was washed with brine, dried over magnesium sulfate and evaporated in vacuo to give a residue containing 8-(2,6-dichlorobenzoylamino)-3-ethyl-4-[(2-methylaminoethyl-amino)methyl]quinoline. To the solution of the obtained residue in 1,3-dim... The reactants are Brc1cc(Br)cc(-c2nc3ccccc3o2)c1, O=C([O-])[O-], NC(=O)OCc1ccccc1, [Cs+], [Cs+]. Product: O=C(Nc1cc(Br)cc(-c2nc3ccccc3o2)c1)OCc1ccccc1. Reaction SMILES: [Br:1][c:2]1[cH:3][c:4](-[c:9]2[o:10][c:11]3[c:12]([n:13]2)[cH:14][cH:15][cH:16][cH:17]3)[cH:5][c:6]([Br:8])[cH:7]1.[C:29](=[O:30])([O-:31])[O-:32].[CH2:18]([c:19]1[cH:20][cH:21][cH:22][cH:23][cH:24]1)[O:25][C:26]([NH2:27])=[O:28].[Cs+:33].[Cs+:34]>>[c:2]1([NH:27][C:26]([O:25][CH2:18][c:19]2[cH:20][cH:21][cH:22][cH:23][cH:24]2)=[O:28])[cH:3][c:4](-[c:9]2[o:10][c:11]3[c:12]([n:13]2)[cH:14][cH:15][cH:16][cH:17]3)[cH:5][c:6]([Br:8])[cH:7]1.